Dataset: the Open Reaction Database (ORD), a public repository of structured organic reaction records. Task: describe an organic reaction: reactants, conditions, products, and yield The reactants are C(C1=CC=CC=C1)OC=1C(=NC(=NC1C)OC)CCCCCCCCCCOCOC (5-(Benzyloxy)-2-methoxy-4-(10-(methoxymethoxy)decyl)-6-methylpyrimidine), Cl (HCl). The reagents and catalysts are [OH-].[OH-].[Pd+2] (palladium hydroxide on carbon). Run in CO (methanol). Product: OCCCCCCCCCCC1=NC(=NC(=C1O)C)OC (4-(10-hydroxydecyl)-2-methoxy-6-methylpyrimidin-5-ol). As a reaction SMILES: C([O:8][C:9]1[C:10]([CH2:18][CH2:19][CH2:20][CH2:21][CH2:22][CH2:23][CH2:24][CH2:25][CH2:26][CH2:27][O:28]COC)=[N:11][C:12]([O:16][CH3:17])=[N:13][C:14]=1[CH3:15])C1C=CC=CC=1.Cl>CO.[OH-].[OH-].[Pd+2]>[OH:28][CH2:27][CH2:26][CH2:25][CH2:24][CH2:23][CH2:22][CH2:21][CH2:20][CH2:19][CH2:18][C:10]1[C:9]([OH:8])=[C:14]([CH3:15])[N:13]=[C:12]([O:16][CH3:17])[N:11]=1 |f:3.4.5|. Reported procedure: To a stirred solution containing 30.0 mg (0.07 mmol) of 5-(Benzyloxy)-2-methoxy-4-(10-(methoxymethoxy)decyl)-6-methylpyrimidine in 3 mL of methanol was added a drop of concentrated HCl. The mixture was stirred at reflux for 16 h. Then, were added 2 mg of 20% palladium hydroxide on carbon (Degussa type E101 NE/N) and the mixture was stirred at 23° C. for 20 min. The mixture was filtered through celite and concentrated under diminished pressure to afford the expected product as a yellowish oil: yi... Reactants: C(C)(C)(C)OC(C(C)(C)SC=1SC=C(N1)CCO)=O (2-{[4-(2-hydroxyethyl)-1,3-thiazol-2-yl]thio}-2-methylpropionic acid tert-butyl ester), C1(=CC=CC=C1)P(C1=CC=CC=C1)C1=CC=CC=C1 (triphenylphosphine), [N+](=O)([O-])C1=CC=C(C=C1)C1=CC=C(C=C1)O (4-(4-nitrophenyl)phenol), N(=NC(=O)OC(C)C)C(=O)OC(C)C (diisopropyl azodicarboxylate), C1(=CC=CC=C1)P(C1=CC=CC=C1)C1=CC=CC=C1 (triphenylphosphine), N(=NC(=O)OC(C)C)C(=O)OC(C)C (diisopropyl azodicarboxylate). Run in O1CCCC1 (tetrahydrofuran). Yields the product C(C)(C)(C)OC(C(C)(SC=1SC=C(N1)CCOC1=CC=C(C=C1)C1=CC=C(C=C1)[N+](=O)[O-])C)=O (2-methyl-2-[(4-{2-[(4′-nitrobiphenyl-4-yl)oxy]ethyl}-1,3-thiazol-2-yl)thio]propionic acid tert-butyl ester). Yield: 74.1%. RXN SMILES: [C:1]([O:5][C:6](=[O:19])[C:7]([S:10][C:11]1[S:12][CH:13]=[C:14]([CH2:16][CH2:17][OH:18])[N:15]=1)([CH3:9])[CH3:8])([CH3:4])([CH3:3])[CH3:2].C1(P(C2C=CC=CC=2)C2C=CC=CC=2)C=CC=CC=1.[N+:39]([C:42]1[CH:47]=[CH:46][C:45]([C:48]2[CH:53]=[CH:52][C:51](O)=[CH:50][CH:49]=2)=[CH:44][CH:43]=1)([O-:41])=[O:40].N(C(OC(C)C)=O)=NC(OC(C)C)=O>O1CCCC1>[C:1]([O:5][C:6](=[O:19])[C:7]([CH3:9])([S:10][C:11]1[S:12][CH:13]=[C:14]([CH2:16][CH2:17][O:18][C:51]2[CH:50]=[CH:49][C:48]([C:45]3[CH:46]=[CH:47][C:42]([N+:39]([O-:41])=[O:40])=[CH:43][CH:44]=3)=[CH:53][CH:52]=2)[N:15]=1)[CH3:8])([CH3:2])([CH3:4])[CH3:3]. Procedure: To a solution of 2-{[4-(2-hydroxyethyl)-1,3-thiazol-2-yl]thio}-2-methylpropionic acid tert-butyl ester (2.7 g) synthesized in Example 4 in tetrahydrofuran (15 ml) were added triphenylphosphine (2.5 g) and 4-(4-nitrophenyl)phenol (12.1 g), and the mixture was stirred under ice-cooling for 5 min. To the solution was added diisopropyl azodicarboxylate (40% toluene solution, 4.7 ml), and the mixture was stirred at room temperature overnight. To the solution were further added triphenylphosphine (1.2... The reactants are COC=1C=CC(=CC1)CO (p-methoxybenzyl alcohol), CC1(C2CCC1(C(C2)O)C)C (isoborneol), C(C1=CC=CC=C1)O (benzyl alcohol), ClC(CO)(Cl)Cl (2,2,2-trichloroethanol), N[C@@H]1[C@@H](N(C1=O)CC1=C(C=C(C=C1)OC)OC)C(=O)OC (methyl cis-3-amino-1-(2,4-dimethoxybenzyl)-4-oxoazetidine-2-carboxylate), COC1=C(CN2[C@H]([C@H](C2=O)NC(=O)OCC2=CC=C(C=C2)OC)C(=O)OC)C=CC(=C1)OC (methyl cis-1-(2,4-dimethoxybenzyl)-3-(p-methoxybenzyloxycarbonylamino)-4-oxoazetidine-2-carboxylate), methyl cis-1-(2,4-dimethoxybenzyl)-3-isobornyloxycarbonylamino-4-oxoazetidine-2-carboxylate, C(C1=CC=CC=C1)OC(=O)N[C@@H]1[C@@H](N(C1=O)CC1=C(C=C(C=C1)OC)OC)C(=O)OC (methyl cis-3-benzyloxycarbonylamino-1-(2,4-dimethoxybenzyl)-4-oxoazetidine-2-carboxylate). Solvent: C(C)(C)(C)O (t-butanol). The product is COC1=C(CN2[C@H]([C@H](C2=O)NC(=O)OCC(Cl)(Cl)Cl)C(=O)OC)C=CC(=C1)OC (methyl cis-1-(2,4-dimethoxybenzyl)-4-oxo-3-(2,2,2-trichloroethoxycarbonylamino)-azetidine-2-carboxylate). Reaction SMILES: COC1C=CC(CO)=CC=1.CC1(C)C2(C)C(O)CC1CC2.C(O)C1C=CC=CC=1.[Cl:30][C:31]([Cl:35])([Cl:34])[CH2:32][OH:33].N[C@H]1C(=O)N(CC2C=CC(OC)=CC=2OC)[C@H]1C(OC)=O.[CH3:57][O:58][C:59]1[CH:87]=[C:86]([O:88][CH3:89])[CH:85]=[CH:84][C:60]=1[CH2:61][N:62]1[C:65](=[O:66])[C@H:64]([NH:67][C:68](OCC2C=CC(OC)=CC=2)=[O:69])[C@@H:63]1[C:80]([O:82][CH3:83])=[O:81].C(OC(N[C@H]1C(=O)N(CC2C=CC(OC)=CC=2OC)[C@H]1C(OC)=O)=O)C1C=CC=CC=1>C(O)(C)(C)C>[CH3:57][O:58][C:59]1[CH:87]=[C:86]([O:88][CH3:89])[CH:85]=[CH:84][C:60]=1[CH2:61][N:62]1[C:65](=[O:66])[C@H:64]([NH:67][C:68]([O:33][CH2:32][C:31]([Cl:35])([Cl:34])[Cl:30])=[O:69])[C@@H:63]1[C:80]([O:82][CH3:83])=[O:81]. Procedure: When p-methoxybenzyl alcohol, isoborneol, benzyl alcohol or 2,2,2-trichloroethanol is substituted for t-butanol in Preparation 5 in the reaction with methyl cis-3-amino-1-(2,4-dimethoxybenzyl)-4-oxoazetidine-2-carboxylate, methyl cis-1-(2,4-dimethoxybenzyl)-3-(p-methoxybenzyloxycarbonylamino)-4-oxoazetidine-2-carboxylate, methyl cis-1-(2,4-dimethoxybenzyl)-3-isobornyloxycarbonylamino-4-oxoazetidine-2-carboxylate, methyl cis-3-benzyloxycarbonylamino-1-(2,4-dimethoxybenzyl)-4-oxoazetidine-2-carbox...